This data is from the Open Reaction Database (ORD), a public repository of structured organic reaction records. The task is: describe an organic reaction: reactants, conditions, products, and yield Starting materials: NC[C@H]1N(CCC[C@H]1C)C(=O)C1=C(C(=CC=C1)F)N1N=CC=N1 (((2S,3R)-2-(aminomethyl)-3-methylpiperidin-1-yl)(3-fluoro-2-(2H-1,2,3-triazol-2-yl)phenyl)methanone), ClC1=NC=C(C=N1)Cl (2,5-dichloropyrimidine). Yields the product ClC=1C=NC(=NC1)NC[C@H]1N(CCC[C@H]1C)C(=O)C1=C(C(=CC=C1)F)N1N=CC=N1 (((2S,3R)-2-(((5-Chloropyrimidin-2-yl)amino)methyl)-3-methylpiperidin-1-yl)(3-fluoro-2-(2H-1,2,3-triazol-2-yl)phenyl)methanone). RXN SMILES: [NH2:1][CH2:2][C@@H:3]1[C@H:8]([CH3:9])[CH2:7][CH2:6][CH2:5][N:4]1[C:10]([C:12]1[CH:17]=[CH:16][CH:15]=[C:14]([F:18])[C:13]=1[N:19]1[N:23]=[CH:22][CH:21]=[N:20]1)=[O:11].Cl[C:25]1[N:30]=[CH:29][C:28]([Cl:31])=[CH:27][N:26]=1>>[Cl:31][C:28]1[CH:27]=[N:26][C:25]([NH:1][CH2:2][C@@H:3]2[C@H:8]([CH3:9])[CH2:7][CH2:6][CH2:5][N:4]2[C:10]([C:12]2[CH:17]=[CH:16][CH:15]=[C:14]([F:18])[C:13]=2[N:19]2[N:23]=[CH:22][CH:21]=[N:20]2)=[O:11])=[N:30][CH:29]=1. Procedure: The title compound was prepared following the same general protocol as described for Example A1 using ((2S,3R)-2-(aminomethyl)-3-methylpiperidin-1-yl)(3-fluoro-2-(2H-1,2,3-triazol-2-yl)phenyl)methanone and 2,5-dichloropyrimidine. ESI-MS (m/z): 430 [M+1]+. As a reaction SMILES: FC(F)(F)C(O)=O.[Cl:8][C:9]1[CH:14]=[C:13]2[NH:15][C:16](=[O:38])[C:17]3([CH:21]([C:22]4[CH:27]=[CH:26][CH:25]=[C:24]([Cl:28])[C:23]=4[F:29])[CH:20]([C:30]([OH:32])=O)[NH:19][CH:18]3[CH2:33][C:34]([CH3:37])([CH3:36])[CH3:35])[C:12]2=[CH:11][CH:10]=1.C([N:42]([CH:45]([CH3:47])[CH3:46])CC)(C)C.C1(P(Cl)(C2C=CC=CC=2)=O)C=CC=CC=1.N[C:64]1C=CC=[CH:70][C:65]=1[C:66]([O:68][CH3:69])=[O:67]>ClCCl>[CH3:69][O:68][C:66](=[O:67])[C:65]1[CH:70]=[CH:46][C:45]([NH:42][C:30]([C@@H:20]2[NH:19][C@@H:18]([CH2:33][C:34]([CH3:35])([CH3:37])[CH3:36])[C@:17]3([C:12]4[C:13](=[CH:14][C:9]([Cl:8])=[CH:10][CH:11]=4)[NH:15][C:16]3=[O:38])[C@H:21]2[C:22]2[CH:27]=[CH:26][CH:25]=[C:24]([Cl:28])[C:23]=2[F:29])=[O:32])=[CH:47][CH:64]=1 |f:0.1|. Yields the product COC(C1=CC=C(C=C1)NC(=O)[C@H]1[C@@H]([C@@]2([C@@H](N1)CC(C)(C)C)C(NC1=CC(=CC=C12)Cl)=O)C1=C(C(=CC=C1)Cl)F)=O (rac-4-{[(2′S,3′R,4′S,5′R)-6-chloro-4′-(3-chloro-2-fluoro-phenyl)-2′-(2,2-dimethyl-propyl)-2-oxo-1,2-dihydro-spiro[indole-3,3′-pyrrolidine]-5′-carbonyl]-amino}-benzoic acid methyl ester), solid. Isolated yield 38.0%. Conditions: time 0.5 hour. The reactants are NC1=C(C(=O)OC)C=CC=C1 (methyl aminobenzoate), FC(C(=O)O)(F)F.ClC1=CC=C2C(=C1)NC(C21C(NC(C1C1=C(C(=CC=C1)Cl)F)C(=O)O)CC(C)(C)C)=O (rac-(2′S,3′R,4′S,5′R)-6-chloro-4′-(3-chloro-2-fluoro-phenyl)-2′-(2,2-dimethyl-propyl)-2-oxo-1,2-dihydro-spiro[indole-3,3′-pyrrolidine]-5′-carboxylic acid trifluoroacetic acid), C(C)(C)N(CC)C(C)C (diisopropylethylamine), C1(=CC=CC=C1)P(=O)(C1=CC=CC=C1)Cl (diphenylphosphinic chloride). Reported procedure: To a solution of rac-(2′S,3′R,4′S,5′R)-6-chloro-4′-(3-chloro-2-fluoro-phenyl)-2′-(2,2-dimethyl-propyl)-2-oxo-1,2-dihydro-spiro[indole-3,3′-pyrrolidine]-5′-carboxylic acid trifluoroacetic acid (0.86 g, 1.48 mmol) in dichloromethane (20 mL) was added diisopropylethylamine (1.53 g, 11.9 mmol), diphenylphosphinic chloride (Aldrich) (1.41 g, 5.94 mmol) respectively. The mixture was stirred at room temperature for 0.5 h, then methyl aminobenzoate (Acros) (0.22 g, 1.48 mmol) was added. The reaction mix... Solvent: ClCCl (dichloromethane). Starting materials: N#Cc1cccc(C=CCO)c1, ClCCl. The product is N#Cc1cccc(C=CC=O)c1. Reaction SMILES: [C:1](#[N:2])[c:3]1[cH:4][c:5]([CH:6]=[CH:7][CH2:8][OH:9])[cH:10][cH:11][cH:12]1.[Cl:13][CH2:14][Cl:15]>>[C:1](#[N:2])[c:3]1[cH:4][c:5]([CH:6]=[CH:7][CH:8]=[O:9])[cH:10][cH:11][cH:12]1. Starting materials: C(C1=CC=CC=C1)C=1OC(=C(C1C(=O)C1=CC(=C(C(=C1)C(C)C)O)C(C)C)C)C ((2-benzyl-4,5-dimethyl-furan-3-yl)-(3,5-diisopropyl-4-hydroxy-phenyl)-methanone), ClS(=O)(=O)C1=CC(=C(C(=O)O)C=C1)O (4-chlorosulphonyl-2-hydroxybenzoic acid). Product: C(C1=CC=CC=C1)C=1OC(=C(C1C(=O)C1=CC(=C(OS(=O)(=O)C2=CC(=C(C(=O)O)C=C2)O)C(=C1)C(C)C)C(C)C)C)C (4-[4-(2-Benzyl-4,5-dimethyl-furan-3-carbonyl)-2,6-diisopropyl-phenoxysulfonyl]-2-hydroxy-benzoic acid). The yield is 8.8%. RXN SMILES: [CH2:1]([C:8]1[O:9][C:10]([CH3:29])=[C:11]([CH3:28])[C:12]=1[C:13]([C:15]1[CH:20]=[C:19]([CH:21]([CH3:23])[CH3:22])[C:18]([OH:24])=[C:17]([CH:25]([CH3:27])[CH3:26])[CH:16]=1)=[O:14])[C:2]1[CH:7]=[CH:6][CH:5]=[CH:4][CH:3]=1.Cl[S:31]([C:34]1[CH:42]=[CH:41][C:37]([C:38]([OH:40])=[O:39])=[C:36]([OH:43])[CH:35]=1)(=[O:33])=[O:32]>>[CH2:1]([C:8]1[O:9][C:10]([CH3:29])=[C:11]([CH3:28])[C:12]=1[C:13]([C:15]1[CH:16]=[C:17]([CH:25]([CH3:27])[CH3:26])[C:18]([O:24][S:31]([C:34]2[CH:42]=[CH:41][C:37]([C:38]([OH:40])=[O:39])=[C:36]([OH:43])[CH:35]=2)(=[O:33])=[O:32])=[C:19]([CH:21]([CH3:22])[CH3:23])[CH:20]=1)=[O:14])[C:2]1[CH:3]=[CH:4][CH:5]=[CH:6][CH:7]=1. Procedure: The title compound was prepared according to the procedure in Example 4 using (2-benzyl-4,5-dimethyl-furan-3-yl)-(3,5-diisopropyl-4-hydroxy-phenyl)-methanone (0.300 g, 0.768 mmol) and 4-chlorosulphonyl-2-hydroxybenzoic acid (0.218 g, 0.922 mmol) to give 0.04 g (9%) of the title compound as a tan solid, mp 142-143° C.; 1H NMR (DMSO-d6) δ 1.04 (d, 12 H), 1.81 (s, 3 H), 2.19 (s, 3 H), 3.07 (septet, 2 H), 3.81 (s, 2 H), 6.95-6.97 (m, 2 H), 7.14-7.20 (m, 3 H), 7.40-7.46 (m, 2 H), 7.47 (s, 2 H), 8.03 ... The reactants are FC(CCCCN1N=CC(=N1)[N+](=O)[O-])(C)F (2-(5,5-difluoro-hexyl)-4-nitro-2H-[1,2,3]triazole), [NH4+].[Cl-] (NH4Cl), N#N (N2). The reagents and catalysts are [Fe] (iron). Run in CCO (EtOH), O (water). Conditions: temperature 85 celsius, time 20 minute. Product: FC(CCCCN1N=CC(=N1)N)(C)F (2-(5,5-Difluoro-hexyl)-2H-[1,2,3]triazol-4-ylamine). Reaction SMILES: N#N.[F:3][C:4]([F:18])([CH3:17])[CH2:5][CH2:6][CH2:7][CH2:8][N:9]1[N:13]=[C:12]([N+:14]([O-])=O)[CH:11]=[N:10]1.[NH4+].[Cl-]>CCO.O.[Fe]>[F:18][C:4]([F:3])([CH3:17])[CH2:5][CH2:6][CH2:7][CH2:8][N:9]1[N:13]=[C:12]([NH2:14])[CH:11]=[N:10]1 |f:2.3|. Reported procedure: In a flame dried round-bottomed flask equipped with a magnetic stir bar and under inert atmosphere (N2), a mixture of 2-(5,5-difluoro-hexyl)-4-nitro-2H-[1,2,3]triazole (71 mg, 0.30 mmol), iron powder (51 mg, 0.91 mmol) and NH4Cl (82 mg, 1.52 mmol) in a mixture of EtOH (1.0 mL) and water (0.5 mL) was stirred at 85° C. for 20 min. The reaction mixture was filtered while hot and concentrated under reduced pressure. CH2Cl2 (10 mL) was added followed by water (10 mL). The aq. layer was extracted with... Starting materials: CN(C1=CC=CCC1)C (1-dimethylaminocyclohexa-1,3-diene), C1(C=CC(N1)=O)=O (maleimide). Solvent: O1CCOCC1 (dioxane). Yields the product CN(C12C3C(NC(C3C(C=C1)CC2)=O)=O)C (1-Dimethylamino-4-azatricyclo[5.2.2.02.6 ]undec-8-ene-3,5-dione). RXN SMILES: [CH3:1][N:2]([CH3:9])[C:3]1[CH2:8][CH2:7][CH:6]=[CH:5][CH:4]=1.[C:10]1(=[O:16])[NH:14][C:13](=[O:15])[CH:12]=[CH:11]1>O1CCOCC1>[CH3:1][N:2]([CH3:9])[C:3]12[CH2:8][CH2:7][CH:6]([CH:5]=[CH:4]1)[CH:12]1[CH:11]2[C:10](=[O:16])[NH:14][C:13]1=[O:15]. Procedure details: 9 g (73 mmol) of 1-dimethylaminocyclohexa-1,3-diene and 6.4 g (66 mmol) of maleimide are stirred in 100 ml of absolute dioxane at room temperature overnight. The mixture is concentrated and the residue is recrystallized from isopropanol. The reactants are CCS, CCO, CC[O-], CCC(=O)c1nccnc1Cl, [Na+], O. Product: CCSc1nccnc1C(=O)CC. Reaction SMILES: [CH2:5]([CH3:6])[SH:7].[CH3:20][CH2:21][OH:22].[CH3:2][CH2:3][O-:4].[Cl:8][c:9]1[c:10]([C:15]([CH2:16][CH3:17])=[O:18])[n:11][cH:12][cH:13][n:14]1.[Na+:1].[OH2:19]>>[CH2:5]([CH3:6])[S:7][c:9]1[c:10]([C:15]([CH2:16][CH3:17])=[O:18])[n:11][cH:12][cH:13][n:14]1. The reactants are COC(\C=C\C1=CC=C(C=C1)[C@@H]1NCCC1)=O ((E)-3-((R)-4-Pyrrolidin-2-yl-phenyl)-acrylic acid methyl ester), BrCCC=1C(=NNC1C)C (4-(2-bromo-ethyl)-3,5-dimethyl-1H-pyrazole), C([O-])([O-])=O.[K+].[K+] (potassium carbonate). Run in C(C)#N (acetonitrile), C(Cl)Cl (DCM). Conditions: temperature 85 celsius. Product: COC(\C=C\C1=CC=C(C=C1)[C@@H]1N(CCC1)CCC=1C(=NNC1C)C)=O ((E)-3-(4-{(R)-1-[2-(3,5-dimethyl-1H-pyrazol-4-yl)-ethyl]-pyrrolidin-2-yl}-phenyl)-acrylic acid methyl ester), solid. Isolated yield 75.8%. As a reaction SMILES: [CH3:1][O:2][C:3](=[O:17])/[CH:4]=[CH:5]/[C:6]1[CH:11]=[CH:10][C:9]([C@H:12]2[CH2:16][CH2:15][CH2:14][NH:13]2)=[CH:8][CH:7]=1.Br[CH2:19][CH2:20][C:21]1[C:22]([CH3:27])=[N:23][NH:24][C:25]=1[CH3:26].C(=O)([O-])[O-].[K+].[K+]>C(#N)C.C(Cl)Cl>[CH3:1][O:2][C:3](=[O:17])/[CH:4]=[CH:5]/[C:6]1[CH:11]=[CH:10][C:9]([C@H:12]2[CH2:16][CH2:15][CH2:14][N:13]2[CH2:19][CH2:20][C:21]2[C:22]([CH3:27])=[N:23][NH:24][C:25]=2[CH3:26])=[CH:8][CH:7]=1 |f:2.3.4|. Procedure: (E)-3-((R)-4-Pyrrolidin-2-yl-phenyl)-acrylic acid methyl ester (697 mg, 3 mmol) and 4-(2-bromo-ethyl)-3,5-dimethyl-1H-pyrazole (734 mg, 3.62 mmol) were dissolved in acetonitrile, potassium carbonate (833 mg, 6 mmol) was added, and the reaction mixture heated under nitrogen at 85° C. for 14 h. Cooled to room temperature, diluted with DCM (20 mL) and filtered through a plug of celite. Wash plug with DCM (30 mL). Filtrate was concentrated to 110 mL and columned on silica with EtOAc/hexane. Product ...